From a dataset of the Open Reaction Database (ORD), a public repository of structured organic reaction records. describe an organic reaction: reactants, conditions, products, and yield The reactants are COc1cc(C=CC(=O)N2CCC(C)CC2)ccc1OC(C)=O, O=C([O-])[O-], CO, [K+], [K+]. Yields the product COc1cc(C=CC(=O)N2CCC(C)CC2)ccc1O. RXN SMILES: [C:1](=[O:2])([CH3:3])[O:4][c:5]1[c:6]([O:22][CH3:23])[cH:7][c:8]([CH:9]=[CH:10][C:11](=[O:12])[N:13]2[CH2:14][CH2:15][CH:16]([CH3:19])[CH2:17][CH2:18]2)[cH:20][cH:21]1.[C:24](=[O:25])([O-:26])[O-:27].[CH3:30][OH:31].[K+:28].[K+:29]>>[OH:4][c:5]1[c:6]([O:22][CH3:23])[cH:7][c:8]([CH:9]=[CH:10][C:11](=[O:12])[N:13]2[CH2:14][CH2:15][CH:16]([CH3:19])[CH2:17][CH2:18]2)[cH:20][cH:21]1. Starting materials: [OH-].[K+] (potassium hydroxide), CN1CC2=C(NC=3C=CC(=CC23)C)CC1 (2,8-Dimethyl-2,3,4,5-tetrahydro-1H-pyrido[4,3-b]indole), BrCCC1=CC=C(C=C1)OC(C)(C)C (1-(2-Bromo-ethyl)-4-tert-butoxy-benzene). Solvent: O (water), CN1C(CCC1)=O (N-methyl 2-pyrolidone). Run at temperature 100 celsius, time 2 hour. Product: C(C)(C)(C)OC1=CC=C(CCC2N(CCC=3NC=4C=CC(=CC4C32)C)C)C=C1 (4-tert-butoxyphenethyl-2,3,4,5-tetrahydro-2,8-dimethyl-1H-pyrido[4,3-b]indole). Isolated yield 6.4%. RXN SMILES: [CH3:1][N:2]1[CH2:15][CH2:14][C:5]2[NH:6][C:7]3[CH:8]=[CH:9][C:10]([CH3:13])=[CH:11][C:12]=3[C:4]=2[CH2:3]1.[OH-].[K+].Br[CH2:19][CH2:20][C:21]1[CH:26]=[CH:25][C:24]([O:27][C:28]([CH3:31])([CH3:30])[CH3:29])=[CH:23][CH:22]=1>CN1CCCC1=O.O>[C:28]([O:27][C:24]1[CH:23]=[CH:22][C:21]([CH2:20][CH2:19][CH:3]2[C:4]3[C:12]4[CH:11]=[C:10]([CH3:13])[CH:9]=[CH:8][C:7]=4[NH:6][C:5]=3[CH2:14][CH2:15][N:2]2[CH3:1])=[CH:26][CH:25]=1)([CH3:30])([CH3:29])[CH3:31] |f:1.2|. Procedure: 2,8-Dimethyl-2,3,4,5-tetrahydro-1H-pyrido[4,3-b]indole (0.2 g, 0.001 mol) was dissolved in N-methyl 2-pyrolidone (2.0 mL). Powdered potassium hydroxide (0.5 g, 0.0089 mol) was added and heated at 100° C. for 3 h. Reaction mass was cooled to RT and 1-(2-Bromo-ethyl)-4-tert-butoxy-benzene (0.245 g, 0.001 mol) was added at the same temperature and stir for 2 h at RT (TLC showed incomplete reaction). Reaction mixture was diluted with water (50 mL) and extracted with ethyl acetate (2×100 mL). Organic... Starting materials: ice, Br (hydrobromic acid), [BH4-].[Na+] (sodium borohydride), Br.BrCC(=O)C1=NC=CC=C1 (2-(2-bromoacetyl)pyridine hydrobromide). The solvent is O (water), CO (methanol). The product is BrCC(O)C1=NC=CC=C1 (2-bromo-1-(2-pyridyl)-ethanol). The yield is 82.2%. As a reaction SMILES: [BH4-].[Na+].Br.[Br:4][CH2:5][C:6]([C:8]1[CH:13]=[CH:12][CH:11]=[CH:10][N:9]=1)=[O:7].Br>O.CO>[Br:4][CH2:5][CH:6]([C:8]1[CH:13]=[CH:12][CH:11]=[CH:10][N:9]=1)[OH:7] |f:0.1,2.3|. Reported procedure: 2-Bromo-1-(2-pyridyl)ethanol can be obtained by adding, over the course of one hour, an ice-cold solution of sodium borohydride (17.2 g.) in water (310 cc.) to a solution of 2-(2-bromoacetyl)pyridine hydrobromide (82.9 g.) in methanol (830 cc.) kept at -10° C. The mixture is allowed to return to a temperature of about 20° C. and the pH is brought to 2 by adding 48% hydrobromic acid (70 cc.). The mixture is concentrated to dryness under reduced pressure (30 mm.Hg) at a temperature below 40° C. Th... Starting materials: C1(=C(C(=C(C(=C1F)F)F)N)F)N.Cl.Cl (dihydrochloride), N-dimethyl-N-(((2S)-pyrrolidin-2-yl)methyl)amine, C(C)N(C(C)C)C(C)C (ethyldiisopropylamine), Cl.CN(CCCN=C=NCC)C (N-(3-dimethylaminopropyl)-N′-ethylcarbodiimide hydrochloride), C(C)(C)(C)OC(=O)N(C)[C@@H](C(=O)O)CC1=CC=CC=C1 ((2R)-2-(N-(tert-butoxycarbonyl)-N-methylamino)-3-phenylpropionic acid), ON1N=NC2=C1N=CC=C2 (1-hydroxy-7-azabenzotriazole). The solvent is C(C)(=O)OCC (ethyl acetate), ClCCl (dichloromethane), CN(C=O)C (N,N-dimethylformamide), ClCCl (dichloromethane). Run at temperature 0 celsius, time 20 minute. Yields the product C(C)(C)(C)OC(N(C)[C@@H](C(=O)N1[C@@H](CCC1)CN(C)C)CC1=CC=CC=C1)=O (N-[(1R)-1-benzyl-2-((2S)-2-((dimethylamino)methyl)pyrrolidin-1-yl)-2-oxoethyl]-N-methylcarbamic acid tert-butyl ester). Yield: 85.8%. RXN SMILES: Cl.[CH3:2][N:3]([CH3:12])[CH2:4][CH2:5][CH2:6]N=C=NCC.[C:13]([O:17][C:18]([N:20]([C@H:22]([CH2:26][C:27]1[CH:32]=[CH:31][CH:30]=[CH:29][CH:28]=1)[C:23]([OH:25])=O)[CH3:21])=[O:19])([CH3:16])([CH3:15])[CH3:14].O[N:34]1[C:38]2N=CC=C[C:37]=2N=N1.C1(N)C(F)=C(F)C(F)=C(N)C=1F.Cl.Cl.C(N(C(C)C)C(C)C)C>ClCCl.CN(C)C=O.C(OCC)(=O)C>[C:13]([O:17][C:18](=[O:19])[N:20]([C@H:22]([CH2:26][C:27]1[CH:32]=[CH:31][CH:30]=[CH:29][CH:28]=1)[C:23]([N:34]1[CH2:38][CH2:37][CH2:6][C@H:5]1[CH2:4][N:3]([CH3:2])[CH3:12])=[O:25])[CH3:21])([CH3:14])([CH3:15])[CH3:16] |f:0.1,4.5.6|. Procedure details: At 0° C., N-(3-dimethylaminopropyl)-N′-ethylcarbodiimide hydrochloride (1.30 g, 6.76 mmol) was added to a solution of (2R)-2-(N-(tert-butoxycarbonyl)-N-methylamino)-3-phenylpropionic acid (1.89 g, 6.76 mmol) and 1-hydroxy-7-azabenzotriazole 0.92 g, 6.76 mmol) in dichloromethane (10 ml). The reaction mixture was stirred for 20 min at 0° C. A solution of the crude dihydrochloride salt of N-dimethyl-N-(((2S)-pyrrolidin-2-yl)methyl)amine (1.36 g, 6.76 mmol) in dichloromethane (10 ml) and N,N-dimethy...